From a dataset of the Open Reaction Database (ORD), a public repository of structured organic reaction records. describe an organic reaction: reactants, conditions, products, and yield The reactants are CO (methanol), C1(CCC(CC1)=O)=O (1,4-cyclohexanedione), C1=CC=CC1 (cyclopentadiene), N1CCCC1 (pyrrolidine). The product is C1(C=CC=C1)=C1CCC(CC1)=C1C=CC=C1 (1,4-biscyclopentadienylidenecyclohexane). RXN SMILES: [C:1]1(=O)[CH2:6][CH2:5][C:4](=O)[CH2:3][CH2:2]1.[CH:9]1[CH2:13][CH:12]=[CH:11][CH:10]=1.N1[CH2:18][CH2:17][CH2:16][CH2:15]1.[CH3:19]O>>[C:10]1(=[C:1]2[CH2:6][CH2:5][C:4](=[C:15]3[CH:19]=[CH:18][CH:17]=[CH:16]3)[CH2:3][CH2:2]2)[CH:9]=[CH:13][CH:12]=[CH:11]1. Procedure: In a 500-cm3 four-necked flask in which the atmosphere was replaced with nitrogen, 15 g of 1,4-cyclohexanedione and 36 g of cyclopentadiene were dissolved in 200 cm3 of methanol. 34 cm3 of pyrrolidine were added dropwise to the solution at 0° C. over 30 minutes, and the produced solid was collected by filtration and then washed with methanol, followed by drying, to obtain 39 g of brown 1,4-biscyclopentadienylidenecyclohexane.